The task is: describe an organic reaction: reactants, conditions, products, and yield. This data is from the Open Reaction Database (ORD), a public repository of structured organic reaction records. The reactants are C[O-].[Na+] (Sodium methoxide), ClC1=NC(=CC=C1[N+](=O)[O-])Cl (2,6-dichloro-3-nitropyridine), [Cl-].[NH4+] (ammonium chloride), C(C)(=O)OCC (ethyl acetate). Solvent: C1CCOC1 (THF). Reaction conditions: time 13 hour. The product is ClC1=CC=C(C(=N1)OC)[N+](=O)[O-] (6-chloro-2-methoxy-3-nitropyridine). Reaction SMILES: C[O-].[Na+].Cl[C:5]1[C:10]([N+:11]([O-:13])=[O:12])=[CH:9][CH:8]=[C:7]([Cl:14])[N:6]=1.[Cl-].[NH4+].[C:17](OCC)(=[O:19])C>C1COCC1>[Cl:14][C:7]1[N:6]=[C:5]([O:19][CH3:17])[C:10]([N+:11]([O-:13])=[O:12])=[CH:9][CH:8]=1 |f:0.1,3.4|. Procedure details: Sodium methoxide (2.8 g) was added to a solution of 2,6-dichloro-3-nitropyridine (10 g) in THF (100 mL) at 0° C., and the reaction solution was stirred at room temperature for 13 hours. A saturated ammonium chloride solution and ethyl acetate were added to the reaction solution, and the organic layer was separated. The resulting organic layer was washed with brine, dried over anhydrous magnesium sulfate and then concentrated under reduced pressure. The residue was purified by silica gel column c... The reactants are C1(CCCCC1)C(=O)Cl (cyclohexanecarbonyl chloride), NC1=CC=C(C=C1)C1=CC(=CC=C1)CN(C(CNC(OC(C)(C)C)=O)=O)C (tert-Butyl (2-{[(4′-aminobiphenyl-3-yl)methyl](methyl)amino]-2-oxoethyl}carbamate), O (water). Solvent: CCOC(=O)C (EtOAc), CCOC(=O)C (EtOAc), C(O)([O-])=O.[Na+] (sodium hydrogen carbonate). Conditions: time 24 hour. The product is C1(CCCCC1)C(=O)NC1=CC=C(C=C1)C1=CC(=CC=C1)CN(C(CNC(OC(C)(C)C)=O)=O)C (tert-butyl {2-[({4′-[(cyclohexylcarbonyl)amino]biphenyl-3-yl}methyl)(methyl)amino]-2-oxoethyl}carbamate). The yield is 99.8%. Reaction SMILES: [NH2:1][C:2]1[CH:7]=[CH:6][C:5]([C:8]2[CH:13]=[CH:12][CH:11]=[C:10]([CH2:14][N:15]([CH3:27])[C:16](=[O:26])[CH2:17][NH:18][C:19](=[O:25])[O:20][C:21]([CH3:24])([CH3:23])[CH3:22])[CH:9]=2)=[CH:4][CH:3]=1.[CH:28]1([C:34](Cl)=[O:35])[CH2:33][CH2:32][CH2:31][CH2:30][CH2:29]1.O>CCOC(C)=O.C(=O)([O-])O.[Na+]>[CH:28]1([C:34]([NH:1][C:2]2[CH:7]=[CH:6][C:5]([C:8]3[CH:13]=[CH:12][CH:11]=[C:10]([CH2:14][N:15]([CH3:27])[C:16](=[O:26])[CH2:17][NH:18][C:19](=[O:25])[O:20][C:21]([CH3:23])([CH3:24])[CH3:22])[CH:9]=3)=[CH:4][CH:3]=2)=[O:35])[CH2:33][CH2:32][CH2:31][CH2:30][CH2:29]1 |f:4.5|. Procedure details: tert-Butyl (2-{[(4′-aminobiphenyl-3-yl)methyl](methyl)amino]-2-oxoethyl}carbamate (240 mg) was dissolved in a mixed solution of EtOAc (10 ml)/saturated aqueous sodium hydrogen carbonate solution (10 ml), followed by ice-cooling. A solution of cyclohexanecarbonyl chloride (142 mg) in EtOAc (5 ml) was added dropwise thereto. The reaction mixture was returned to room temperature and stirred for 24 hours, and then to the reaction mixture was added water, followed by extraction with EtOAc. The organi...